Dataset: the Open Reaction Database (ORD), a public repository of structured organic reaction records. Task: describe an organic reaction: reactants, conditions, products, and yield Reactants: C1CCOC1, COC(=O)COc1ccc(Sc2cc(C#Cc3ccc(Cl)cc3)nc(C#Cc3ccc(Cl)cc3)c2)c2c1CCC2, CCOC(C)=O, CCO, Cl, [Na+], [OH-], O. Product: O=C(O)COc1ccc(Sc2cc(C#Cc3ccc(Cl)cc3)nc(C#Cc3ccc(Cl)cc3)c2)c2c1CCC2. As a reaction SMILES: [CH2:49]1[O:50][CH2:51][CH2:52][CH2:53]1.[CH3:1][O:2][C:3]([CH2:4][O:5][c:6]1[c:7]2[c:11]([c:12]([S:15][c:16]3[cH:17][c:18]([C:31]#[C:32][c:33]4[cH:34][cH:35][c:36]([Cl:39])[cH:37][cH:38]4)[n:19][c:20]([C:22]#[C:23][c:24]4[cH:25][cH:26][c:27]([Cl:30])[cH:28][cH:29]4)[cH:21]3)[cH:13][cH:14]1)[CH2:10][CH2:9][CH2:8]2)=[O:40].[CH3:43][CH2:44][O:45][C:46](=[O:47])[CH3:48].[CH3:54][CH2:55][OH:56].[ClH:41].[Na+:58].[OH-:57].[OH2:42]>>[O:2]=[C:3]([CH2:4][O:5][c:6]1[c:7]2[c:11]([c:12]([S:15][c:16]3[cH:17][c:18]([C:31]#[C:32][c:33]4[cH:34][cH:35][c:36]([Cl:39])[cH:37][cH:38]4)[n:19][c:20]([C:22]#[C:23][c:24]4[cH:25][cH:26][c:27]([Cl:30])[cH:28][cH:29]4)[cH:21]3)[cH:13][cH:14]1)[CH2:10][CH2:9][CH2:8]2)[OH:40]. The reactants are NC1=C(N=NN1CC1=CC(=C(C(=C1)Cl)C(C1=CC=C(C=C1)Cl)=O)Cl)C(=O)N (5-amino-1-[4-(4-chlorobenzoyl)-3,5-dichlorobenzyl]-1,2,3-triazole-4-carboxamide), Cl.C(C)(OCC)=N (ethyl acetimidate hydrochloride), C(C)O (ethanol). Solvent: C(C)OCC (ethyl ether). Product: Cl.ClC1=CC=C(C(=O)C2=C(C=C(CN3N=NC(=C3)C(=O)N)C=C2Cl)Cl)C=C1 (1[4-(4-chlorobenzoyl)-3,5-dichlorobenzyl]-1,2,3-triazole-4-carboxamide hydrochloride). Reaction SMILES: N[C:2]1[N:6]([CH2:7][C:8]2[CH:13]=[C:12]([Cl:14])[C:11]([C:15](=[O:23])[C:16]3[CH:21]=[CH:20][C:19]([Cl:22])=[CH:18][CH:17]=3)=[C:10]([Cl:24])[CH:9]=2)[N:5]=[N:4][C:3]=1[C:25]([NH2:27])=[O:26].Cl.C(=N)(OCC)C.C(O)C>C(OCC)C>[ClH:14].[Cl:22][C:19]1[CH:18]=[CH:17][C:16]([C:15]([C:11]2[C:12]([Cl:14])=[CH:13][C:8]([CH2:7][N:6]3[CH:2]=[C:3]([C:25]([NH2:27])=[O:26])[N:4]=[N:5]3)=[CH:9][C:10]=2[Cl:24])=[O:23])=[CH:21][CH:20]=1 |f:1.2,5.6|. Procedure: A mixture of 5-amino-1-[4-(4-chlorobenzoyl)-3,5-dichlorobenzyl]-1,2,3-triazole-4-carboxamide (4.3 g), ethyl acetimidate hydrochloride (1.2 g) and absolute ethanol (50 ml) is heated at reflux under nitrogen for 20 hours. The reaction mixture is cooled and diluted with ethyl ether (50 ml). The solid is filtered and dried to give 5-((amino)ethylidine) amino)-1[4-(4-chlorobenzoyl)-3,5-dichlorobenzyl]-1,2,3-triazole-4-carboxamide hydrochloride. Reactants: C=CC#N, O=Cc1cc(OC(F)(F)F)ccc1O. Yields the product N#CC1=Cc2cc(OC(F)(F)F)ccc2OC1. Reaction SMILES: [C:15]([CH:16]=[CH2:17])#[N:18].[OH:1][c:2]1[c:3]([CH:4]=[O:5])[cH:6][c:7]([O:10][C:11]([F:12])([F:13])[F:14])[cH:8][cH:9]1>>[O:1]1[c:2]2[c:3]([cH:6][c:7]([O:10][C:11]([F:12])([F:13])[F:14])[cH:8][cH:9]2)[CH:4]=[C:16]([C:15]#[N:18])[CH2:17]1. The reactants are BrCCCOCc1ccccc1, [Li]C(=O)CCC, CCCCCC, CC(C)NC(C)C, Cl, CCOC(=O)C1CCN(C(=O)OC(C)(C)C)CC1, C1CCOC1, O. Yields the product CCOC(=O)C1(CCCOCc2ccccc2)CCN(C(=O)OC(C)(C)C)CC1. Reaction SMILES: [Br:38][CH2:39][CH2:40][CH2:41][O:42][CH2:43][c:44]1[cH:45][cH:46][cH:47][cH:48][cH:49]1.[C:14]([Li:15])(=[O:16])[CH2:17][CH2:18][CH3:19].[CH3:8][CH2:9][CH2:10][CH2:11][CH2:12][CH3:13].[CH:1]([NH:2][CH:3]([CH3:4])[CH3:5])([CH3:6])[CH3:7].[ClH:50].[N:20]1([C:31](=[O:32])[O:33][C:34]([CH3:35])([CH3:36])[CH3:37])[CH2:21][CH2:22][CH:23]([C:26](=[O:27])[O:28][CH2:29][CH3:30])[CH2:24][CH2:25]1.[O:51]1[CH2:52][CH2:53][CH2:54][CH2:55]1.[OH2:56]>>[N:20]1([C:31](=[O:32])[O:33][C:34]([CH3:35])([CH3:36])[CH3:37])[CH2:21][CH2:22][C:23]([C:26](=[O:27])[O:28][CH2:29][CH3:30])([CH2:39][CH2:40][CH2:41][O:42][CH2:43][c:44]2[cH:45][cH:46][cH:47][cH:48][cH:49]2)[CH2:24][CH2:25]1. The reactants are CC(C(N1CCCCC1)NC1=C(C(=CC=C1)C)C(NC1=CC=CC=C1)=O)OC(C)=O (acetic acid 1-methyl-2-(3-methyl-2-phenylcarbamoyl-phenylamino)-2-piperidin-1-yl-ethyl ester). The solvent is C(C)#N (acetonitrile). Product: CC1=C2C(N(C(=NC2=CC=C1)C(C)OC(C)=O)C1=CC=CC=C1)=O (acetic acid 1-(5-methyl-4-oxo-3-phenyl-3,4-dihydro-quinazolin-2-yl)-ethyl ester). Reaction SMILES: [CH3:1][CH:2]([O:27][C:28](=[O:30])[CH3:29])[CH:3]([NH:10][C:11]1[CH:16]=[CH:15][CH:14]=[C:13]([CH3:17])[C:12]=1[C:18](=[O:26])[NH:19][C:20]1[CH:25]=[CH:24][CH:23]=[CH:22][CH:21]=1)N1CCCCC1>C(#N)C>[CH3:17][C:13]1[CH:14]=[CH:15][CH:16]=[C:11]2[C:12]=1[C:18](=[O:26])[N:19]([C:20]1[CH:21]=[CH:22][CH:23]=[CH:24][CH:25]=1)[C:3]([CH:2]([O:27][C:28](=[O:30])[CH3:29])[CH3:1])=[N:10]2. Procedure: Compound 179 (0.037 g, 0.09 mmol) was dissolved in acetonitrile (10 mL) and the reaction mixture was heated at reflux for 3 h. The solvent was removed under reduced pressure and the residue dissolved in a mixture of ethyl acetate (10 mL) and 1M HCl (5 mL). After separating the aqueous layer, the organic layer was washed with additional 1M HCl (2×5 mL), saturated sodium bicarbonate solution (3×5 ml), water (2×5 mL) and saturated brine (5 mL). The solution was dried (MgSO4), filtered, and the filt... Reactants: C(C)(C)(C)OC(=O)N1C(OC[C@@H]1C=O)(C)C ((4R)-4-formyl-2,2-dimethyl-1,3-oxazolidine-3-carboxylic acid tert-butyl ester), C(=O)(OCC)C=P(C1=CC=CC=C1)(C1=CC=CC=C1)C1=CC=CC=C1 ((carboethoxymethylene)triphenylphosphorane). Run in C1(=CC=CC=C1)C (toluene). Conditions: temperature 100 celsius, time 18 hour. The product is C(C)(C)(C)OC(=O)N1C(OC[C@@H]1\C=C\C(=O)OCC)(C)C ((4S)-4-[(E)-3-Ethoxy-3-oxo-1-propenyl]-2,2-dimethyl-1,3-oxazolidine-3-carboxylic acid tert-butyl ester). Yield: 111.3%. As a reaction SMILES: [C:1]([O:5][C:6]([N:8]1[C@@H:12]([CH:13]=O)[CH2:11][O:10][C:9]1([CH3:16])[CH3:15])=[O:7])([CH3:4])([CH3:3])[CH3:2].[C:17]([CH:22]=P(C1C=CC=CC=1)(C1C=CC=CC=1)C1C=CC=CC=1)([O:19][CH2:20][CH3:21])=[O:18]>C1(C)C=CC=CC=1>[C:1]([O:5][C:6]([N:8]1[C@@H:12](/[CH:13]=[CH:22]/[C:17]([O:19][CH2:20][CH3:21])=[O:18])[CH2:11][O:10][C:9]1([CH3:16])[CH3:15])=[O:7])([CH3:4])([CH3:3])[CH3:2]. Procedure details: A mixed solution comprising (4R)-4-formyl-2,2-dimethyl-1,3-oxazolidine-3-carboxylic acid tert-butyl ester (11.7 g), (carboethoxymethylene)triphenylphosphorane (20.7 g) and toluene (100 ml) was heated with stirring at 100° C. for 18 hours. The reaction mixture was concentrated, and the resulting residue was purified by silica gel column chromatography (hexane:acetic acid ethyl ester=8:1), to obtain the title compound (17 g). The reactants are C(C)(C)(C)P(C(C)(C)C)C(C)(C)C (tri-tert-butylphosphine), BrC1=CC=C(C=O)C=C1 (4-Bromobenzaldehyde), N(C1=CC=CC=C1)C1=CC=CC2=CC=CC=C12 (1-anilinonaphthalene), CC(C)(C)[O-].[Na+] (NaOtBu). The reagents and catalysts are CC(=O)[O-].CC(=O)[O-].[Pd+2] (Pd(OAc)2). Run in CC=1C=CC=CC1C (o-xylene). Run at temperature 120 celsius, time 48 hour. Yields the product C1(=CC=CC2=CC=CC=C12)N(C1=CC=C(C=O)C=C1)C1=CC=CC=C1 (4-(Naphthalen-1-yl(phenyl)amino)benzaldehyde). RXN SMILES: Br[C:2]1[CH:9]=[CH:8][C:5]([CH:6]=[O:7])=[CH:4][CH:3]=1.[NH:10]([C:17]1[C:26]2[C:21](=[CH:22][CH:23]=[CH:24][CH:25]=2)[CH:20]=[CH:19][CH:18]=1)[C:11]1[CH:16]=[CH:15][CH:14]=[CH:13][CH:12]=1.CC([O-])(C)C.[Na+].C(P(C(C)(C)C)C(C)(C)C)(C)(C)C>CC([O-])=O.CC([O-])=O.[Pd+2].CC1C=CC=CC=1C>[C:17]1([N:10]([C:11]2[CH:16]=[CH:15][CH:14]=[CH:13][CH:12]=2)[C:2]2[CH:9]=[CH:8][C:5]([CH:6]=[O:7])=[CH:4][CH:3]=2)[C:26]2[C:21](=[CH:22][CH:23]=[CH:24][CH:25]=2)[CH:20]=[CH:19][CH:18]=1 |f:2.3,5.6.7|. Procedure: 4-Bromobenzaldehyde (1.00 g, 5.40 mmol), 1-anilinonaphthalene (1.42 g, 6.48 mmol) and Pd(OAc)2 (25 mg, 0.11 mmol) and NaOtBu (623 mg, 6.48 mmol) were charged in a sealed tube. The sealed tube was deoxygenated and purged with nitrogen, and added dried o-xylene (30 mL) and tri-tert-butylphosphine (0.23 ml, 0.11 mmol). The reaction was heated to 120° C., and stirred for 48 hours. The resulting was filtered to remove metal and then concentrated under reduced pressure and the residue was purified by ... Reactants: C(=O)([O-])[O-].[K+].[K+] (K2CO3), C(C)OC(C1=CC(=C(C(=C1)I)OCCO)Br)=O (3-bromo-4-(2-hydroxyethoxy)-5-iodobenzoic acid ethyl ester), COC1=CC=C(C=C1)B(O)O (4-methoxyphenyl boronic acid), C(Cl)Cl (CH2Cl2), B(O)O (boronic acid). Reagents/catalysts: C1=CC=C(C=C1)P([C-]2C=CC=C2)C3=CC=CC=C3.C1=CC=C(C=C1)P([C-]2C=CC=C2)C3=CC=CC=C3.Cl[Pd]Cl.[Fe+2] ([1,1′-bis(diphenylphosphino)ferrocene]dichloropalladium). The solvent is O1CCOCC1 (dioxane). Reaction conditions: time 1 hour. Product: C(C)OC(C1=CC(=C(C(=C1)C1=CC=C(C=C1)OC)OCCO)C1=CC=C(C=C1)OC)=O (3,5-Bis-(4-methoxyphenyl)-4-(2-hydroxyethoxy)benzoic acid ethyl ester). The yield is 47.5%. As a reaction SMILES: [C:1]([O-:4])([O-])=O.[K+].[K+].[CH2:7]([O:9][C:10](=[O:23])[C:11]1[CH:16]=[C:15](I)[C:14]([O:18][CH2:19][CH2:20][OH:21])=[C:13](Br)[CH:12]=1)[CH3:8].[CH3:24][O:25][C:26]1[CH:31]=[CH:30][C:29](B(O)O)=[CH:28][CH:27]=1.C(Cl)Cl.B(O)O>C1C=CC(P(C2C=CC=CC=2)[C-]2C=CC=C2)=CC=1.C1C=CC(P(C2C=CC=CC=2)[C-]2C=CC=C2)=CC=1.Cl[Pd]Cl.[Fe+2].O1CCOCC1>[CH2:7]([O:9][C:10](=[O:23])[C:11]1[CH:16]=[C:15]([C:29]2[CH:30]=[CH:31][C:26]([O:25][CH3:24])=[CH:27][CH:28]=2)[C:14]([O:18][CH2:19][CH2:20][OH:21])=[C:13]([C:11]2[CH:16]=[CH:15][C:14]([O:4][CH3:1])=[CH:13][CH:12]=2)[CH:12]=1)[CH3:8] |f:0.1.2,7.8.9.10|. Reported procedure: To a stirred solution of 2N K2CO3 (108 mL) was added dioxane (875 mL), 3-bromo-4-(2-hydroxyethoxy)-5-iodobenzoic acid ethyl ester (25.34 g, 61.05 mmol), 4-methoxyphenyl boronic acid (12.43 g, 79.37 mmol), and [1,1′-bis(diphenylphosphino)ferrocene]dichloropalladium (II), complex with CH2Cl2 (1.49 g, 1.83 mmol). After stirring at room temperature for 1 h, the mixture was heated at 60° C. for 2.5 h. Progress was monitored by TLC. Additional quantities of catalyst and boronic acid (0.5 g) were added...